From a dataset of the Open Reaction Database (ORD), a public repository of structured organic reaction records. describe an organic reaction: reactants, conditions, products, and yield The reactants are C1CCOC1, C[Si](C)(C)[N-][Si](C)(C)C, CC1(C)OC(=O)c2ccccc21, [Li+], O=C1Cc2ccccc2N1. The product is CC1(C)OC(=C2C(=O)Nc3ccccc32)c2ccccc21. RXN SMILES: [CH2:33]1[O:34][CH2:35][CH2:36][CH2:37]1.[CH3:12][Si:13]([N-:14][Si:15]([CH3:16])([CH3:17])[CH3:18])([CH3:19])[CH3:20].[CH3:21][C:22]1([CH3:32])[O:23][C:24](=[O:31])[c:25]2[c:26]1[cH:27][cH:28][cH:29][cH:30]2.[Li+:11].[NH:1]1[C:2](=[O:10])[CH2:3][c:4]2[cH:5][cH:6][cH:7][cH:8][c:9]21>>[NH:1]1[C:2](=[O:10])[C:3](=[C:24]2[O:23][C:22]([CH3:21])([CH3:32])[c:26]3[c:25]2[cH:30][cH:29][cH:28][cH:27]3)[c:4]2[cH:5][cH:6][cH:7][cH:8][c:9]21. The reactants are C=CCN(Cc1ccccc1)C(=O)C(=C)CC(=O)OC, ClCCl, [Ru]. Yields the product COC(=O)CC1=CCN(Cc2ccccc2)C1=O. Reaction SMILES: [CH3:1][O:2][C:3]([CH2:4][C:5]([C:7]([N:8]([CH2:9][c:10]1[cH:11][cH:12][cH:13][cH:14][cH:15]1)[CH2:16][CH:17]=[CH2:6])=[O:19])=[CH2:18])=[O:20].[Cl:21][CH2:22][Cl:23].[Ru:24]>>[CH3:1][O:2][C:3]([CH2:4][C:5]1=[CH:17][CH2:16][N:8]([CH2:9][c:10]2[cH:11][cH:12][cH:13][cH:14][cH:15]2)[C:7]1=[O:19])=[O:20].